This data is from the Open Reaction Database (ORD), a public repository of structured organic reaction records. The task is: describe an organic reaction: reactants, conditions, products, and yield The reactants are C(C)(=O)O[C@H]1[C@@H]([C@@H](O[C@@H]1COC(C1=CC=CC=C1)=O)N1C(=O)NC(=O)C=C1)F (1-(3-O-acetyl-5-O-benzoyl-2-deoxy-2-fluoro-β-D-arabinofuranosyl)uracil), C(C)(=O)[O-].[Na+] (sodium acetate), BrBr (bromine). Solvent: C(C)(=O)O (acetic acid), C(C)(=O)O (acetic acid). Conditions: time 30 minute. Product: F[C@@H]1[C@@H](O[C@@H]([C@H]1O)CO)N1C(=O)NC(=O)C(=C1)Br (1-(2-deoxy-2-fluoro-β-D-arabinofuranosyl)-5-bromouracil). Isolated yield 78.4%. RXN SMILES: C([O:4][C@@H:5]1[C@@H:9]([CH2:10][O:11]C(=O)C2C=CC=CC=2)[O:8][C@@H:7]([N:20]2[CH:27]=[CH:26][C:24](=[O:25])[NH:23][C:21]2=[O:22])[C@H:6]1[F:28])(=O)C.C([O-])(=O)C.[Na+].[Br:34]Br>C(O)(=O)C>[F:28][C@H:6]1[C@H:5]([OH:4])[C@@H:9]([CH2:10][OH:11])[O:8][C@H:7]1[N:20]1[CH:27]=[C:26]([Br:34])[C:24](=[O:25])[NH:23][C:21]1=[O:22] |f:1.2|. Procedure: To a solution of 1-(3-O-acetyl-5-O-benzoyl-2-deoxy-2-fluoro-β-D-arabinofuranosyl)uracil (500 mg) and sodium acetate (100 mg) in 5 ml of glacial acetic acid is added a solution of bromine (240 mg) in 1 ml of glacial acetic acid. After 30 minutes at room temperature, the solvent is removed by evaporation in vacuo. Traces of acetic acid is removed by several co-evaporation with toluene. The residue is dissolved in saturated methanolic ammonia (50 ml) and the mixture is kept standing at room tempera... Starting materials: CCOC(=O)c1cc2c(CN3CCN(C(=O)OC(C)(C)C)CC3)c(OC)ccc2n1S(=O)(=O)c1ccccc1, C1CCOC1, [Li+], [OH-], O. Product: COc1ccc2c(cc(C(=O)[O-])n2S(=O)(=O)c2ccccc2)c1CN1CCN(C(=O)OC(C)(C)C)CC1, [Li+]. Reaction SMILES: [C:1]([CH3:2])([CH3:3])([CH3:4])[O:5][C:6](=[O:7])[N:8]1[CH2:9][CH2:10][N:11]([CH2:14][c:15]2[c:16]3[cH:17][c:18]([C:35](=[O:36])[O:37][CH2:38][CH3:39])[n:19]([S:26](=[O:27])(=[O:28])[c:29]4[cH:30][cH:31][cH:32][cH:33][cH:34]4)[c:20]3[cH:21][cH:22][c:23]2[O:24][CH3:25])[CH2:12][CH2:13]1.[CH2:43]1[O:44][CH2:45][CH2:46][CH2:47]1.[Li+:40].[OH-:41].[OH2:42]>>[C:1]([CH3:2])([CH3:3])([CH3:4])[O:5][C:6](=[O:7])[N:8]1[CH2:9][CH2:10][N:11]([CH2:14][c:15]2[c:16]3[cH:17][c:18]([C:35](=[O:36])[O-:37])[n:19]([S:26](=[O:27])(=[O:28])[c:29]4[cH:30][cH:31][cH:32][cH:33][cH:34]4)[c:20]3[cH:21][cH:22][c:23]2[O:24][CH3:25])[CH2:12][CH2:13]1.[Li+:40].